From a dataset of the Open Reaction Database (ORD), a public repository of structured organic reaction records. describe an organic reaction: reactants, conditions, products, and yield Starting materials: ClCC=C(CCC=C(C)C)C (1-chloro-3,7-dimethyl-octa-2,6-diene), [Na+].OC(CCC(=O)[O-])CCCCCCC (4-hydroxy-undecanoic acid sodium salt). The reagents and catalysts are [Br-].C(CCC)[N+](CCCC)(CCCC)CCCC (tetrabutylammoniumbromide). Solvent: CN(C=O)C (dimethylformamide). Conditions: temperature 50 celsius, time 24 hour. Product: CC(=CCOC(CCC(CCCCCCC)O)=O)CCC=C(C)C (4-Hydroxy-undecanoic acid 3,7-dimethyl-octa-2,6-dienyl ester). The yield is 31.8%. Reaction SMILES: Cl[CH2:2][CH:3]=[C:4]([CH3:11])[CH2:5][CH2:6][CH:7]=[C:8]([CH3:10])[CH3:9].[Na+].[OH:13][CH:14]([CH2:20][CH2:21][CH2:22][CH2:23][CH2:24][CH2:25][CH3:26])[CH2:15][CH2:16][C:17]([O-:19])=[O:18]>[Br-].C([N+](CCCC)(CCCC)CCCC)CCC.CN(C)C=O>[CH3:11][C:4]([CH2:5][CH2:6][CH:7]=[C:8]([CH3:10])[CH3:9])=[CH:3][CH2:2][O:19][C:17](=[O:18])[CH2:16][CH2:15][CH:14]([OH:13])[CH2:20][CH2:21][CH2:22][CH2:23][CH2:24][CH2:25][CH3:26] |f:1.2,3.4|. Procedure details: A mixture of 155 g 1-chloro-3,7-dimethyl-octa-2,6-diene, 202 g 4-hydroxy-undecanoic acid sodium salt and 5 g tetrabutylammoniumbromide in 800 ml of dimethylformamide was heated to 50° C. After stirring for 24 hours, the mixture was cooled to room temperature and filtered through Celite. The filtrate was diluted with ether, washed with water, 2N HCl, saturated sodium bicarbonate and brine. The organic phase was dried and evaporated to dryness. The resulting yellow oil was purified by wipe film di... Reported procedure: Propargyl methanesulfonate (46.8 g, 0.35 mol) and benzaldehyde (47.0 g, 0.44 mol) were dissolved in 148 g of toluene and an aqueous 28% ammonia solution (180 g, 2.96 mol) was added dropwise at 24° C. over 7.5 hours to the solution, followed by stirring at the same temperature for 15 hours. After separating, the resultant organic phase was washed with water and concentrated to obtain 56.5 g of a crude product containing 40.0 g (yield: 80%) of N-benzylidene-2-propynylamine. The resulting crude pro... The yield is 79.8%. RXN SMILES: CS(O[CH2:6][C:7]#[CH:8])(=O)=O.[CH:9](=O)[C:10]1[CH:15]=[CH:14][CH:13]=[CH:12][CH:11]=1.[NH3:17]>C1(C)C=CC=CC=1>[CH:9](=[N:17][CH2:6][C:7]#[CH:8])[C:10]1[CH:15]=[CH:14][CH:13]=[CH:12][CH:11]=1. The product is C(C1=CC=CC=C1)=NCC#C (N-benzylidene-2-propynylamine). The solvent is C1(=CC=CC=C1)C (toluene). Conditions: time 15 hour. The reactants are CS(=O)(=O)OCC#C (Propargyl methanesulfonate), C(C1=CC=CC=C1)=O (benzaldehyde), N (ammonia). Reactants: CC1(CCC(CC1)(O)C[N+](=O)[O-])C (4,4-dimethyl-1-(nitromethyl)cyclohexanol), CO (methanol). Reagents/catalysts: [OH-].[Pd+2].[OH-] (palladium hydroxide). Run at time 8 hour. Product: NCC1(CCC(CC1)(C)C)O (1-(Aminomethyl)-4,4-dimethylcyclohexanol). RXN SMILES: [CH3:1][C:2]1([CH3:13])[CH2:7][CH2:6][C:5]([CH2:9][N+:10]([O-])=O)([OH:8])[CH2:4][CH2:3]1.CO>[OH-].[Pd+2].[OH-]>[NH2:10][CH2:9][C:5]1([OH:8])[CH2:6][CH2:7][C:2]([CH3:1])([CH3:13])[CH2:3][CH2:4]1 |f:2.3.4|. Procedure: A mixture of 4,4-dimethyl-1-(nitromethyl)cyclohexanol (1.5 g, 0.0072 mol) and palladium hydroxide (0.1 g, 0.0001 mol) in methanol (50 mL, 1 mol) was stirred under hydrogen (1 atm) at room temperature overnight. The mixture was filtered and concentrated to afford the desired product as a clear oil. (1.08 g, 95%). Starting materials: BrC=1C=C2C(=CC1)OC=1C=NC(=CC1[C@]21COCC(=N1)N)Cl ((S)-7-bromo-3-chloro-2′,6′-dihydrospiro[chromeno[2,3-c]pyridine-5,3′-[1,4]oxazin]-5′-amine), CC(CO)(C)C (2,2-dimethylpropan-1-ol), CS(=O)C (DMSO), [H-].[Na+] (Sodium hydride). Solvent: O (water), CCOC(=O)C (EtOAc), [Cl-].[Na+].O (Brine). The product is BrC=1C=C2C(=CC1)OC=1C=NC(=CC1[C@]21COCC(=N1)N)OCC(C)(C)C ((S)-7-bromo-3-(neopentyloxy)-2′,6′-dihydrospiro[chromeno[2,3-c]pyridine-5,3′-[1,4]oxazin]-5′-amine). Reaction SMILES: [CH3:1][C:2]([CH3:6])([CH3:5])[CH2:3][OH:4].CS(C)=O.[H-].[Na+].[Br:13][C:14]1[CH:15]=[C:16]2[C@:27]3([N:32]=[C:31]([NH2:33])[CH2:30][O:29][CH2:28]3)[C:26]3[CH:25]=[C:24](Cl)[N:23]=[CH:22][C:21]=3[O:20][C:17]2=[CH:18][CH:19]=1>O.CCOC(C)=O.[Cl-].[Na+].O>[Br:13][C:14]1[CH:15]=[C:16]2[C@:27]3([N:32]=[C:31]([NH2:33])[CH2:30][O:29][CH2:28]3)[C:26]3[CH:25]=[C:24]([O:4][CH2:3][C:2]([CH3:6])([CH3:5])[CH3:1])[N:23]=[CH:22][C:21]=3[O:20][C:17]2=[CH:18][CH:19]=1 |f:2.3,7.8.9|. Reported procedure: A vial was charged with 2,2-dimethylpropan-1-ol (100 mg, 1.130 mmol) and DMSO (1130 μL). Sodium hydride (60% in mineral oil; 45.2 mg, 1.130 mmol) was added. The vial was placed in a 100° C. oil bath for 5 min. the reaction mixture was cooled to room temperature and (S)-7-bromo-3-chloro-2′,6′-dihydrospiro[chromeno[2,3-c]pyridine-5,3′-[1,4]oxazin]-5′-amine (86 mg, 0.226 mmol) was added in one portion. The vial was sealed and heated in a 100° C. oil bath for 2 h. The mixture was cooled to room temp... The reactants are Br, CN1C(=O)N(C)C(Br)(Br)C1=O, CCOC(=O)OCC, ClC(Cl)(Cl)Cl, CC(C)(C#N)N=NC(C)(C)C#N. Product: CCOC(=O)OC(C)Br. As a reaction SMILES: [Br:32].[Br:9][C:10]1([Br:11])[N:12]([CH3:13])[C:14](=[O:15])[N:16]([CH3:17])[C:18]1=[O:19].[C:1]([O:2][CH2:3][CH3:4])([O:5][CH2:6][CH3:7])=[O:8].[C:33]([Cl:34])([Cl:35])([Cl:36])[Cl:37].[N:20]#[C:21][C:22]([N:23]=[N:24][C:25]([C:26]#[N:27])([CH3:28])[CH3:29])([CH3:30])[CH3:31]>>[C:1]([O:2][CH2:3][CH3:4])([O:5][CH:6]([CH3:7])[Br:9])=[O:8].